This data is from the Open Reaction Database (ORD), a public repository of structured organic reaction records. The task is: describe an organic reaction: reactants, conditions, products, and yield Starting materials: COCCOc1ccc(OCc2ccccc2)cc1, CCO, CCOC(C)=O, CCCCCC, [H][H]. Yields the product COCCOc1ccc(O)cc1. Reaction SMILES: [CH2:1]([c:2]1[cH:3][cH:4][cH:5][cH:6][cH:7]1)[O:8][c:9]1[cH:10][cH:11][c:12]([O:15][CH2:16][CH2:17][O:18][CH3:19])[cH:13][cH:14]1.[CH3:20][CH2:21][OH:22].[CH3:25][CH2:26][O:27][C:28](=[O:29])[CH3:30].[CH3:31][CH2:32][CH2:33][CH2:34][CH2:35][CH3:36].[H:23][H:24]>>[OH:8][c:9]1[cH:10][cH:11][c:12]([O:15][CH2:16][CH2:17][O:18][CH3:19])[cH:13][cH:14]1. As a reaction SMILES: [C:1]([CH3:2])(=[O:3])[CH:4]1[C:5](=[O:9])[CH2:6][CH2:7][CH2:8]1.[CH3:24][c:25]1[cH:26][cH:27][cH:28][cH:29][cH:30]1.[O:10]=[C:11]([N:12]=[N:13][C:14](=[O:15])[O:16][CH:17]([CH3:18])[CH3:19])[O:20][CH:21]([CH3:22])[CH3:23]>>[C:1]([CH3:2])(=[O:3])[C:4]1([N:13]([NH:12][C:11](=[O:10])[O:20][CH:21]([CH3:22])[CH3:23])[C:14](=[O:15])[O:16][CH:17]([CH3:18])[CH3:19])[C:5](=[O:9])[CH2:6][CH2:7][CH2:8]1. Yields the product CC(=O)C1(N(NC(=O)OC(C)C)C(=O)OC(C)C)CCCC1=O. The reactants are CC(=O)C1CCCC1=O, Cc1ccccc1, CC(C)OC(=O)N=NC(=O)OC(C)C. The reactants are NN=C(c1ccccc1)c1ccccc1, O=C([O-])[O-], O=C(c1sc2ccccc2c1Br)c1nc2ccc(OCCCN3CCCCC3)cc2n1COCc1ccccc1, Cc1ccccc1, [Cs+], [Cs+]. Product: O=C(c1sc2ccccc2c1NN=C(c1ccccc1)c1ccccc1)c1nc2ccc(OCCCN3CCCCC3)cc2n1COCc1ccccc1. As a reaction SMILES: [C:41]([c:42]1[cH:43][cH:44][cH:45][cH:46][cH:47]1)([c:48]1[cH:49][cH:50][cH:51][cH:52][cH:53]1)=[N:54][NH2:55].[C:56](=[O:57])([O-:58])[O-:59].[CH2:1]([c:2]1[cH:3][cH:4][cH:5][cH:6][cH:7]1)[O:8][CH2:9][n:10]1[c:11]([C:29](=[O:30])[c:31]2[c:32]([Br:40])[c:33]3[c:34]([s:35]2)[cH:36][cH:37][cH:38][cH:39]3)[n:12][c:13]2[c:14]1[cH:15][c:16]([O:19][CH2:20][CH2:21][CH2:22][N:23]1[CH2:24][CH2:25][CH2:26][CH2:27][CH2:28]1)[cH:17][cH:18]2.[CH3:62][c:63]1[cH:64][cH:65][cH:66][cH:67][cH:68]1.[Cs+:60].[Cs+:61]>>[CH2:1]([c:2]1[cH:3][cH:4][cH:5][cH:6][cH:7]1)[O:8][CH2:9][n:10]1[c:11]([C:29](=[O:30])[c:31]2[c:32]([NH:55][N:54]=[C:41]([c:42]3[cH:43][cH:44][cH:45][cH:46][cH:47]3)[c:48]3[cH:49][cH:50][cH:51][cH:52][cH:53]3)[c:33]3[c:34]([s:35]2)[cH:36][cH:37][cH:38][cH:39]3)[n:12][c:13]2[c:14]1[cH:15][c:16]([O:19][CH2:20][CH2:21][CH2:22][N:23]1[CH2:24][CH2:25][CH2:26][CH2:27][CH2:28]1)[cH:17][cH:18]2. Starting materials: C(C1=CC=CC=C1)OC1=C(C=C(C=C1)[C@H](CBr)O[Si](C)(C)C(C)(C)C)CO[Si](C)(C)C(C)(C)C ((R)-[1-[4-(Benzyloxy)-3-[[(tert-butyldimethylsilyl)oxy]methyl]phenyl]-2-bromoethoxy](tert-butyl)dimethylsilane), NC(CC=1C=C(C(=O)OC)C=CC1)(C)C (methyl 3-(2-Amino-2-methylpropyl)benzoate). The solvent is CCN(CC)CC (Et3N). Yields the product Hexanes EtOAc, C(C1=CC=CC=C1)OC1=C(C=C(C=C1)[C@H](CNC(CC=1C=C(C(=O)OC)C=CC1)(C)C)O[Si](C)(C)C(C)(C)C)CO[Si](C)(C)C(C)(C)C ((R)-Methyl 3-[2-[[2-[4-(benzyloxy)-3-[[(tert-butyldimethylsilyl)oxy]methyl]phenyl]-2-[(tert-butyldimethylsilyl)oxy]ethyl]amino]-2-methylpropyl]benzoate). The yield is 36.5%. Reaction SMILES: [CH2:1]([O:8][C:9]1[CH:14]=[CH:13][C:12]([C@@H:15]([O:18][Si:19]([C:22]([CH3:25])([CH3:24])[CH3:23])([CH3:21])[CH3:20])[CH2:16]Br)=[CH:11][C:10]=1[CH2:26][O:27][Si:28]([C:31]([CH3:34])([CH3:33])[CH3:32])([CH3:30])[CH3:29])[C:2]1[CH:7]=[CH:6][CH:5]=[CH:4][CH:3]=1.[NH2:35][C:36]([CH3:49])([CH3:48])[CH2:37][C:38]1[CH:39]=[C:40]([CH:45]=[CH:46][CH:47]=1)[C:41]([O:43][CH3:44])=[O:42]>CCN(CC)CC>[CH2:1]([O:8][C:9]1[CH:14]=[CH:13][C:12]([C@@H:15]([O:18][Si:19]([C:22]([CH3:25])([CH3:24])[CH3:23])([CH3:21])[CH3:20])[CH2:16][NH:35][C:36]([CH3:49])([CH3:48])[CH2:37][C:38]2[CH:39]=[C:40]([CH:45]=[CH:46][CH:47]=2)[C:41]([O:43][CH3:44])=[O:42])=[CH:11][C:10]=1[CH2:26][O:27][Si:28]([C:31]([CH3:34])([CH3:33])[CH3:32])([CH3:30])[CH3:29])[C:2]1[CH:7]=[CH:6][CH:5]=[CH:4][CH:3]=1. Procedure: Intermediate 6 (1.6 g, 2.89 mmol) and Intermediate 19 (900 mg, 4.3 mmol) were heated neat at 95° C. for 3 days. The reaction mixture was cooled then chromatography (3:1 Hexanes/EtOAc, 0.1% Et3N) afforded the title compound (730 mg, 37%). ES/MS calcd. for C40H62NO5Si2+ 692.4. found m/z=692.4 (M+H)+. Reactants: Clc1nncc2cc(Br)ccc12, O=C([O-])[O-], CN1CCNCC1, [K+], [K+]. The product is CN1CCN(c2nncc3cc(Br)ccc23)CC1. As a reaction SMILES: [Br:1][c:2]1[cH:3][c:4]2[cH:5][n:6][n:7][c:8]([Cl:12])[c:9]2[cH:10][cH:11]1.[C:20](=[O:21])([O-:22])[O-:23].[CH3:13][N:14]1[CH2:15][CH2:16][NH:17][CH2:18][CH2:19]1.[K+:24].[K+:25]>>[Br:1][c:2]1[cH:3][c:4]2[cH:5][n:6][n:7][c:8]([N:17]3[CH2:16][CH2:15][N:14]([CH3:13])[CH2:19][CH2:18]3)[c:9]2[cH:10][cH:11]1. The reactants are F[B-](F)(F)F, CC(=O)N(C1=CC(C)N(Cc2ccccc2)c2ccccc21)c1ccccc1, CO, ClCCl. Yields the product CC(=O)N(c1ccccc1)C1CC(C)N(Cc2ccccc2)c2ccccc21. Reaction SMILES: [B-:29]([F:30])([F:31])([F:32])[F:33].[CH2:1]([c:2]1[cH:3][cH:4][cH:5][cH:6][cH:7]1)[N:8]1[CH:9]([CH3:28])[CH:10]=[C:11]([N:18]([C:19]([CH3:20])=[O:21])[c:22]2[cH:23][cH:24][cH:25][cH:26][cH:27]2)[c:12]2[cH:13][cH:14][cH:15][cH:16][c:17]21.[CH3:37][OH:38].[Cl:34][CH2:35][Cl:36]>>[CH2:1]([c:2]1[cH:3][cH:4][cH:5][cH:6][cH:7]1)[N:8]1[CH:9]([CH3:28])[CH2:10][CH:11]([N:18]([C:19]([CH3:20])=[O:21])[c:22]2[cH:23][cH:24][cH:25][cH:26][cH:27]2)[c:12]2[cH:13][cH:14][cH:15][cH:16][c:17]21. Starting materials: S(=O)(=O)(C1=CC=C(C)C=C1)Cl (TsCl), TEA, OCCCCC1=CC=C(CSC=2OC3=CC=CC=C3C(C2C)=O)C=C1 (2-[4-(4-hydroxy-butyl)-benzylsulfanyl]-3-methyl-chromen-4-one). Reagents/catalysts: CN(C)C=1C=CN=CC1 (DMAP). Run in ClCCl (dichloromethane), O (water). Yields the product CC1=C(OC2=CC=CC=C2C1=O)SCC1=CC=C(C=C1)CCCCOS(=O)(=O)C1=CC=C(C=C1)C (toluene-4-sulfonic acid 4-[4-(3-methyl-4-oxo-4H-chromen-2-ylsulfanylmethyl)-phenyl]-butyl ester). Yield: 64.7%. As a reaction SMILES: [OH:1][CH2:2][CH2:3][CH2:4][CH2:5][C:6]1[CH:25]=[CH:24][C:9]([CH2:10][S:11][C:12]2[O:13][C:14]3[C:19]([C:20](=[O:23])[C:21]=2[CH3:22])=[CH:18][CH:17]=[CH:16][CH:15]=3)=[CH:8][CH:7]=1.[S:26](Cl)([C:29]1[CH:35]=[CH:34][C:32]([CH3:33])=[CH:31][CH:30]=1)(=[O:28])=[O:27]>ClCCl.CN(C1C=CN=CC=1)C.O>[CH3:22][C:21]1[C:20](=[O:23])[C:19]2[C:14](=[CH:15][CH:16]=[CH:17][CH:18]=2)[O:13][C:12]=1[S:11][CH2:10][C:9]1[CH:8]=[CH:7][C:6]([CH2:5][CH2:4][CH2:3][CH2:2][O:1][S:26]([C:29]2[CH:35]=[CH:34][C:32]([CH3:33])=[CH:31][CH:30]=2)(=[O:28])=[O:27])=[CH:25][CH:24]=1. Procedure: To a solution 2-[4-(4-hydroxy-butyl)-benzylsulfanyl]-3-methyl-chromen-4-one (300 mg, 0.85 mmol) dissolved in anhydrous dichloromethane (8.0 mL) was added TsCl (194 mg, 1.01 mmol), DMAP (124 mg, 1.01 mmol) and TEA (0.213 mL, 1.52 mmol). The reaction mixture continued stirring at room temperature. After 3 hours the reaction mixture was diluted with water. The aqueous layer was separated and extracted with ethyl acetate (3×). All combined organic layers were dried over Na2SO4, filtered, and concent...